From a dataset of the Open Reaction Database (ORD), a public repository of structured organic reaction records. describe an organic reaction: reactants, conditions, products, and yield The reactants are C1=C2C(N3C(=NC2=CC=C1)NC1=C3C=CC=C1)=O (benzimidazo[2,1-b]quinazolin-12(6H)one), C(CCCCCCCCCCC)Br (n-dodecyl bromide). Product: C(CCCCCCCCCCC)N1C2=C(C=CC=C2)N2C1=NC1=CC=CC=C1C2=O (6-(n-Dodecyl)benzimidazo[2,1-b]quinazolin-12(6H)one). As a reaction SMILES: [CH:1]1[CH:10]=[CH:9][CH:8]=[C:7]2[C:2]=1[C:3](=[O:18])[N:4]1[C:13]3[CH:14]=[CH:15][CH:16]=[CH:17][C:12]=3[NH:11][C:5]1=[N:6]2.[CH2:19](Br)[CH2:20][CH2:21][CH2:22][CH2:23][CH2:24][CH2:25][CH2:26][CH2:27][CH2:28][CH2:29][CH3:30]>>[CH2:30]([N:11]1[C:5]2=[N:6][C:7]3[C:2]([C:3](=[O:18])[N:4]2[C:13]2[CH:14]=[CH:15][CH:16]=[CH:17][C:12]1=2)=[CH:1][CH:10]=[CH:9][CH:8]=3)[CH2:29][CH2:28][CH2:27][CH2:26][CH2:25][CH2:24][CH2:23][CH2:22][CH2:21][CH2:20][CH3:19]. Reported procedure: 6-(n-Dodecyl)benzimidazo[2,1-b]quinazolin-12(6H)one is prepared with benzimidazo[2,1-b]quinazolin-12(6H)one and n-dodecyl bromide. Procedure: (4,6-Dichloropyrimidin-5-yl)[1-(4-ethylphenyl)-1H-imidazol-5-yl]methanol (C20) was converted to the product using a procedure analogous to that described for the synthesis of (4,6-dichloropyrimidin-5-yl)[1-methyl-5-(4-methylphenyl)-1H-pyrazol-4-yl]methanone (C5) in Example 1, step 5, except that the ethyl acetate layer was washed with aqueous sodium bicarbonate solution rather than aqueous sodium hydroxide solution. Recrystallization was not carried out in this case; the product was obtained as ... Product: ClC1=NC=NC(=C1C(=O)C1=CN=CN1C1=CC=C(C=C1)CC)Cl ((4,6-dichloropyrimidin-5-yl)[1-(4-ethylphenyl)-1H-imidazol-5-yl]methanone). Solvent: C(C)(=O)OCC (ethyl acetate). Starting materials: ClC1=NC=NC(=C1C(O)C1=CN=CN1C1=CC=C(C=C1)CC)Cl ((4,6-Dichloropyrimidin-5-yl)[1-(4-ethylphenyl)-1H-imidazol-5-yl]methanol), ClC1=NC=NC(=C1C(=O)C=1C=NN(C1C1=CC=C(C=C1)C)C)Cl ((4,6-dichloropyrimidin-5-yl)[1-methyl-5-(4-methylphenyl)-1H-pyrazol-4-yl]methanone). RXN SMILES: [Cl:1][C:2]1[C:7]([CH:8]([C:10]2[N:14]([C:15]3[CH:20]=[CH:19][C:18]([CH2:21][CH3:22])=[CH:17][CH:16]=3)[CH:13]=[N:12][CH:11]=2)[OH:9])=[C:6]([Cl:23])[N:5]=[CH:4][N:3]=1.ClC1C(C(C2C=NN(C)C=2C2C=CC(C)=CC=2)=O)=C(Cl)N=CN=1>C(OCC)(=O)C>[Cl:23][C:6]1[C:7]([C:8]([C:10]2[N:14]([C:15]3[CH:20]=[CH:19][C:18]([CH2:21][CH3:22])=[CH:17][CH:16]=3)[CH:13]=[N:12][CH:11]=2)=[O:9])=[C:2]([Cl:1])[N:3]=[CH:4][N:5]=1. Starting materials: C1=C2C=3CCCCC3N3C2=C(C=C1N)CCC3 (5,6,8,9,10,11-hexahydro-4H-pyrido[3,2,1-jk]carbazol-2-amine), C(CC(C)C)(=O)Cl (isovaleryl chloride), poly-(4-vinylpyridine). Run in ClC(C)Cl (dichloroethane). Product: C1=C2C=3CCCCC3N3C2=C(C=C1NC(CC(C)C)=O)CCC3 (N-5,6,8,9,10,11-hexahydro-4H-pyrido[3,2,1-jk]carbazol-2-yl-3-methylbutanamide). Yield: 49.8%. Reaction SMILES: [CH:1]1[C:13]([NH2:14])=[CH:12][C:11]2[CH2:15][CH2:16][CH2:17][N:9]3[C:10]=2[C:2]=1[C:3]1[CH2:4][CH2:5][CH2:6][CH2:7][C:8]=13.[C:18](Cl)(=[O:23])[CH2:19][CH:20]([CH3:22])[CH3:21]>ClC(Cl)C>[CH:1]1[C:13]([NH:14][C:18](=[O:23])[CH2:19][CH:20]([CH3:22])[CH3:21])=[CH:12][C:11]2[CH2:15][CH2:16][CH2:17][N:9]3[C:10]=2[C:2]=1[C:3]1[CH2:4][CH2:5][CH2:6][CH2:7][C:8]=13. Reported procedure: Following the procedure of Example 1, Step 4, 5,6,8,9,10,11-hexahydro-4H-pyrido[3,2,1-jk]carbazol-2-amine (0.10 g, 0.44 mmol), isovaleryl chloride (0.054 mL, 0.44 mmol) and poly-(4-vinylpyridine) (600 mg) in dichloroethane (15 mL) provided N-5,6,8,9,10,11-hexahydro-4H-pyrido[3,2,1-jk]carbazol-2-yl-3-methylbutanamide (68 mg). MS m/z 311; HPLC purity 100% at 210-370 nm, 10.5 min.; 99.4% at 250 nm, 10.5 min. (Xterra RP18, 3.5 u, 150×4.6 mm column, 1.2 mL/min, 85/15-5/95 (Ammon. Form. Buff. pH=3.5/A... Reactants: O=C([O-])[O-], COc1cc2cc3c(Nc4cc(OC)c(Cl)cc4Cl)c(C#N)cnc3cc2cc1O, [Cs+], [Cs+], CN(C)C=O, Cc1ccc(S(=O)(=O)OCCCCl)cc1. The product is COc1cc(Nc2c(C#N)cnc3cc4cc(OCCCCl)c(OC)cc4cc23)c(Cl)cc1Cl. Reaction SMILES: [C:46](=[O:47])([O-:48])[O-:49].[Cl:1][c:2]1[c:3]([NH:11][c:12]2[c:13]([C:29]#[N:30])[cH:14][n:15][c:16]3[cH:17][c:18]4[c:19]([cH:20][c:21]23)[cH:22][c:23]([O:27][CH3:28])[c:24]([OH:26])[cH:25]4)[cH:4][c:5]([O:9][CH3:10])[c:6]([Cl:8])[cH:7]1.[Cs+:50].[Cs+:51].[O:52]=[CH:53][N:54]([CH3:55])[CH3:56].[c:31]1([CH3:32])[cH:33][cH:34][c:35]([S:36]([O:37][CH2:41][CH2:42][CH2:43][Cl:44])(=[O:38])=[O:39])[cH:40][cH:45]1>>[Cl:1][c:2]1[c:3]([NH:11][c:12]2[c:13]([C:29]#[N:30])[cH:14][n:15][c:16]3[cH:17][c:18]4[c:19]([cH:20][c:21]23)[cH:22][c:23]([O:27][CH3:28])[c:24]([O:26][CH2:41][CH2:42][CH2:43][Cl:44])[cH:25]4)[cH:4][c:5]([O:9][CH3:10])[c:6]([Cl:8])[cH:7]1. Product: CN(Cc1cccc(-c2ccc(O)cc2)c1)C(=O)OC(C)(C)C. Starting materials: CN(Cc1cccc(Br)c1)C(=O)OC(C)(C)C, O=C([O-])[O-], COCCOC, [K+], [K+], O, OB(O)c1ccc(O)cc1, c1ccc([PH](c2ccccc2)(c2ccccc2)[Pd]([PH](c2ccccc2)(c2ccccc2)c2ccccc2)([PH](c2ccccc2)(c2ccccc2)c2ccccc2)[PH](c2ccccc2)(c2ccccc2)c2ccccc2)cc1. RXN SMILES: [Br:7][c:8]1[cH:9][c:10]([CH2:11][N:12]([C:13]([O:14][C:15]([CH3:16])([CH3:17])[CH3:18])=[O:19])[CH3:20])[cH:21][cH:22][cH:23]1.[C:1](=[O:2])([O-:3])[O-:4].[CH3:34][O:35][CH2:36][CH2:37][O:38][CH3:39].[K+:5].[K+:6].[OH2:40].[OH:24][c:25]1[cH:26][cH:27][c:28]([B:31]([OH:32])[OH:33])[cH:29][cH:30]1.[c:41]1([PH:42]([Pd:43]([PH:44]([c:45]2[cH:46][cH:47][cH:48][cH:49][cH:50]2)([c:51]2[cH:52][cH:53][cH:54][cH:55][cH:56]2)[c:57]2[cH:58][cH:59][cH:60][cH:61][cH:62]2)([PH:63]([c:64]2[cH:65][cH:66][cH:67][cH:68][cH:69]2)([c:70]2[cH:71][cH:72][cH:73][cH:74][cH:75]2)[c:76]2[cH:77][cH:78][cH:79][cH:80][cH:81]2)[PH:82]([c:83]2[cH:84][cH:85][cH:86][cH:87][cH:88]2)([c:89]2[cH:90][cH:91][cH:92][cH:93][cH:94]2)[c:95]2[cH:96][cH:97][cH:98][cH:99][cH:100]2)([c:101]2[cH:102][cH:103][cH:104][cH:105][cH:106]2)[c:107]2[cH:108][cH:109][cH:110][cH:111][cH:112]2)[cH:113][cH:114][cH:115][cH:116][cH:117]1>>[c:8]1(-[c:28]2[cH:27][cH:26][c:25]([OH:24])[cH:30][cH:29]2)[cH:9][c:10]([CH2:11][N:12]([C:13]([O:14][C:15]([CH3:16])([CH3:17])[CH3:18])=[O:19])[CH3:20])[cH:21][cH:22][cH:23]1. The reactants are CCO, CCC=O, NCc1ccc(S(=O)(=O)c2ccc(S(N)(=O)=O)s2)cc1, O=[Pt]. The product is CCCNCc1ccc(S(=O)(=O)c2ccc(S(N)(=O)=O)s2)cc1. RXN SMILES: [CH3:25][CH2:26][OH:27].[CH:21]([CH2:22][CH3:23])=[O:24].[NH2:1][CH2:2][c:3]1[cH:4][cH:5][c:6]([S:9](=[O:10])(=[O:11])[c:12]2[cH:13][cH:14][c:15]([S:17](=[O:18])(=[O:19])[NH2:20])[s:16]2)[cH:7][cH:8]1.[Pt:28]=[O:29]>>[NH:1]([CH2:2][c:3]1[cH:4][cH:5][c:6]([S:9](=[O:10])(=[O:11])[c:12]2[cH:13][cH:14][c:15]([S:17](=[O:18])(=[O:19])[NH2:20])[s:16]2)[cH:7][cH:8]1)[CH2:21][CH2:22][CH3:23]. Starting materials: [Cl-], [Cl-], [Cl-], [Ti+3], Cc1ccccc1N1CCN(Cc2ccc([N+](=O)[O-])cc2)CC1. Yields the product Cc1ccccc1N1CCN(Cc2ccc(N)cc2)CC1. Reaction SMILES: [Cl-:24].[Cl-:25].[Cl-:26].[Ti+3:27].[c:1]1([CH3:23])[c:2]([N:7]2[CH2:8][CH2:9][N:10]([CH2:13][c:14]3[cH:15][cH:16][c:17]([N+:20]([O-:21])=[O:22])[cH:18][cH:19]3)[CH2:11][CH2:12]2)[cH:3][cH:4][cH:5][cH:6]1>>[c:1]1([CH3:23])[c:2]([N:7]2[CH2:8][CH2:9][N:10]([CH2:13][c:14]3[cH:15][cH:16][c:17]([NH2:20])[cH:18][cH:19]3)[CH2:11][CH2:12]2)[cH:3][cH:4][cH:5][cH:6]1. Starting materials: [Si](C)(C)(C)C=[N+]=[N-] (TMS-diazomethane), COC1=CC=C(C=C1)C(CC(=O)O)(C)C (3-(4-methoxyphenyl)-3-methylbutanoic acid), C(C)(=O)O (acetic acid). Solvent: CO (methanol), C1(=CC=CC=C1)C (toluene). Run at time 45 minute. Yields the product COC1=CC=C(C=C1)C(CC(=O)OC)(C)C (methyl 3-(4-methoxyphenyl)-3-methylbutanoate). RXN SMILES: [CH3:1][O:2][C:3]1[CH:8]=[CH:7][C:6]([C:9]([CH3:15])([CH3:14])[CH2:10][C:11]([OH:13])=[O:12])=[CH:5][CH:4]=1.[Si](C=[N+]=[N-])(C)(C)[CH3:17].C(O)(=O)C>C1(C)C=CC=CC=1.CO>[CH3:1][O:2][C:3]1[CH:4]=[CH:5][C:6]([C:9]([CH3:15])([CH3:14])[CH2:10][C:11]([O:13][CH3:17])=[O:12])=[CH:7][CH:8]=1. Procedure details: 3-(4-methoxyphenyl)-3-methylbutanoic acid (513 mg, 2.463 mmol) was dissolved in toluene (13.3 ml) and methanol (2 ml). TMS-diazomethane (1.848 ml, 3.70 mmol) was added dropwise. Evolution of gas was observed, and a yellow color persisted. After 45 minutes, the reaction was quenched with acetic acid (200 uL, 3.5 mmol). The reaction was concentrated, and the residue was purified by flash chromatography on silica gel with 0 to 75% EtOAc/hexanes to afford methyl 3-(4-methoxyphenyl)-3-methylbutanoate... Yields the product [N+](=O)([O-])C1=C(C=CC(=C1)C(F)(F)F)O (2-nitro-4-trifluoromethylphenol). Isolated yield 92.0%. Procedure: 45 g of 4-chloro-3-nitro-benzotrifluoride and 10 ml of 50% strength aqueous benzyldodecyldimethylammonium chloride are initially introduced into 150 ml of ethylene glycol monomethyl ether, and 100 g of 50% strength potassium hydroxide solution are added dropwise in the course of about 30 minutes, up to a temperature of 65° C. The mixture is then stirred at 65° C. for 6 hours and subsequently cooled and rendered acid with concentrated hydrochloric acid, and about 500 ml of distillate are driven o... Reactants: Cl (hydrochloric acid), ClC1=C(C=C(C=C1)C(F)(F)F)[N+](=O)[O-] (4-chloro-3-nitro-benzotrifluoride), [Cl-].C(C1=CC=CC=C1)CCCCCCCCCCCC[NH+](C)C (benzyldodecyldimethylammonium chloride), [OH-].[K+] (potassium hydroxide). Reaction conditions: temperature 65 celsius, time 6 hour. The solvent is COCCO (ethylene glycol monomethyl ether). As a reaction SMILES: Cl[C:2]1[CH:7]=[CH:6][C:5]([C:8]([F:11])([F:10])[F:9])=[CH:4][C:3]=1[N+:12]([O-:14])=[O:13].[Cl-].C(CCCCCCCCCCCC[NH+](C)C)C1C=CC=CC=1.[OH-:38].[K+].Cl>COCCO>[N+:12]([C:3]1[CH:4]=[C:5]([C:8]([F:11])([F:10])[F:9])[CH:6]=[CH:7][C:2]=1[OH:38])([O-:14])=[O:13] |f:1.2,3.4|. Solvent: [OH-].[Na+] (NaOH), C=1(C(=CC=CC1)C)C (xylene). The reactants are IC1=CC=C(C=C1)CC(=O)O (4-iodophenylacetic acid), N1=CNC2=C1C=CC=N2 (4-azabenzimidazole), C(/C1=CC=CC=C1)=C\C(=O)/C=C/C1=CC=CC=C1 (trans,trans-dibenzylideneacetone), N1=CC=CC2=CC=C3C=CC=NC3=C12 (1,10-phenanthroline), C(=O)([O-])[O-].[Cs+].[Cs+] (Cs2CO3), CC#N.O.C(=O)(C(F)(F)F)O (CH3CN H2O TFA). As a reaction SMILES: I[C:2]1[CH:7]=[CH:6][C:5]([CH2:8][C:9]([OH:11])=[O:10])=[CH:4][CH:3]=1.[N:12]1[C:16]2[CH:17]=[CH:18][CH:19]=[N:20][C:15]=2[NH:14][CH:13]=1.C(=C/C(/C=C/C1C=CC=CC=1)=O)\C1C=CC=CC=1.N1C2C(=CC=C3C=2N=CC=C3)C=CC=1.C([O-])([O-])=O.[Cs+].[Cs+].CC#N.O.C(O)(C(F)(F)F)=O>C1(C)C(C)=CC=CC=1.[OH-].[Na+]>[N:12]1[C:16]2[C:15](=[N:20][CH:19]=[CH:18][CH:17]=2)[N:14]([C:2]2[CH:7]=[CH:6][C:5]([CH2:8][C:9]([OH:11])=[O:10])=[CH:4][CH:3]=2)[CH:13]=1 |f:4.5.6,7.8.9,11.12|. Reported procedure: A mixture of 400 mg of 4-iodophenylacetic acid, 273 mg of 4-azabenzimidazole, 17.9 mg of trans,trans-dibenzylideneacetone, 303 mg of 1,10-phenanthroline, 19.2 mg of copper (I) trifluoromethanesulfonate benzene complex and 547 mg of Cs2CO3 in 1.5 ml of xylene is stirred for 80 hours at 125° C. The mixture obtained is allowed to cool to rt and concentrated in vacuo. The concentration residue obtained is dissolved in aqueous 1N NaOH solution and extracted with EtOAc. To the aqueous layer aqueous 1N... The product is N1=CN(C2=NC=CC=C21)C2=CC=C(C=C2)CC(=O)O ((4-Imidazo[4,5-b]pyridin-3-yl-phenyl)-acetic acid). Reaction conditions: temperature 125 celsius, time 80 hour.